Dataset: the Open Reaction Database (ORD), a public repository of structured organic reaction records. Task: describe an organic reaction: reactants, conditions, products, and yield Procedure details: A 2.4 g. portion of 5-amino-2,3-bis(4-methyl-1-piperazinyl)quinoxaline prepared as in Example 3 is combined with 23.0 g. of dimethylformamide diethylacetal in a reaction flask. The suspension is heated in an oil bath at 135° C. with magnetic stirring. The solid is dissolved within four minutes and refluxing is continued for two hours. The reaction solution is cooled and stripped of solvent by water pump evacuation. The residual yellow solid is recrystallized by boiling in 200 ml. of hexane, afte... RXN SMILES: [NH2:1][C:2]1[CH:11]=[CH:10][CH:9]=[C:8]2[C:3]=1[N:4]=[C:5]([N:19]1[CH2:24][CH2:23][N:22]([CH3:25])[CH2:21][CH2:20]1)[C:6]([N:12]1[CH2:17][CH2:16][N:15]([CH3:18])[CH2:14][CH2:13]1)=[N:7]2.C(O[CH:29](OCC)[N:30]([CH3:32])[CH3:31])C>O>[CH3:18][N:15]1[CH2:16][CH2:17][N:12]([C:6]2[C:5]([N:19]3[CH2:20][CH2:21][N:22]([CH3:25])[CH2:23][CH2:24]3)=[N:4][C:3]3[C:8](=[CH:9][CH:10]=[CH:11][C:2]=3[N:1]=[CH:29][N:30]([CH3:32])[CH3:31])[N:7]=2)[CH2:13][CH2:14]1. Conditions: temperature 135 celsius, time 2 hour. Reactants: NC1=C2N=C(C(=NC2=CC=C1)N1CCN(CC1)C)N1CCN(CC1)C (5-amino-2,3-bis(4-methyl-1-piperazinyl)quinoxaline), C(C)OC(N(C)C)OCC (dimethylformamide diethylacetal). The solvent is O (water). Product: CN1CCN(CC1)C1=NC2=CC=CC(=C2N=C1N1CCN(CC1)C)N=CN(C)C (N'-[2,3-bis(4-methyl-1-piperazinyl)-5-quinoxalinyl]-N,N-dimethylformamidine).